The task is: describe an organic reaction: reactants, conditions, products, and yield. This data is from the Open Reaction Database (ORD), a public repository of structured organic reaction records. The reactants are CC(C)Cc1ccc(C=NO)cc1, CN(C)C=O, O=C1CCC(=O)N1Cl. Product: CC(C)Cc1ccc(C(Cl)=NO)cc1. Reaction SMILES: [CH2:1]([CH:2]([CH3:3])[CH3:4])[c:5]1[cH:6][cH:7][c:8]([CH:9]=[N:10][OH:11])[cH:12][cH:13]1.[CH3:22][N:23]([CH3:24])[CH:25]=[O:26].[Cl:14][N:15]1[C:16](=[O:17])[CH2:18][CH2:19][C:20]1=[O:21]>>[CH2:1]([CH:2]([CH3:3])[CH3:4])[c:5]1[cH:6][cH:7][c:8]([C:9](=[N:10][OH:11])[Cl:14])[cH:12][cH:13]1. Starting materials: BrCC(=O)OC(C)(C)C (tert-butyl 2-bromoacetate), N1CCC(CC1)O (piperidin-4-ol), TEA. The solvent is C1CCOC1 (THF), C1CCOC1 (THF). Product: OC1CCN(CC1)CC(=O)OC(C)(C)C (tert-Butyl 2-(4-hydroxypiperidin-1-yl)acetate), solid. Isolated yield 45.0%. Reaction SMILES: Br[CH2:2][C:3]([O:5][C:6]([CH3:9])([CH3:8])[CH3:7])=[O:4].[NH:10]1[CH2:15][CH2:14][CH:13]([OH:16])[CH2:12][CH2:11]1>C1COCC1>[OH:16][CH:13]1[CH2:14][CH2:15][N:10]([CH2:2][C:3]([O:5][C:6]([CH3:9])([CH3:8])[CH3:7])=[O:4])[CH2:11][CH2:12]1. Procedure: To a heated (40° C.) solution of tert-butyl 2-bromoacetate (7.38 mL, 49.9 mmol) in THF (10 mL) was added dropwise a solution of piperidin-4-ol (5.050 g, 49.9 mmol) and TEA (6.96 mL, 49.9 mmol) in THF (50 mL). The mixture was refluxed for 2 hours and then cooled to RT and filtered through a pad of Celite® brand filter aid. The filtrate was evaporated and the residue diluted with EtOAc (50 mL), washed with water (50 mL), brine (10 mL), and the organic layer dried over Na2SO4, filtered and evaporat... The reactants are ClC1=C(C(=O)O)C=C(C(=C1)F)F (2-chloro-4,5-difluorobenzoic acid), FC1=CC=C(C=C1)O (4-fluorophenol). Yields the product FC1=CC(=C(C(=O)O)C=C1F)OC1=CC=C(C=C1)F (4,5-Difluoro-2-(4-fluorophenoxy)benzoic acid). RXN SMILES: Cl[C:2]1[CH:10]=[C:9]([F:11])[C:8]([F:12])=[CH:7][C:3]=1[C:4]([OH:6])=[O:5].[F:13][C:14]1[CH:19]=[CH:18][C:17]([OH:20])=[CH:16][CH:15]=1>>[F:11][C:9]1[C:8]([F:12])=[CH:7][C:3]([C:4]([OH:6])=[O:5])=[C:2]([O:20][C:17]2[CH:18]=[CH:19][C:14]([F:13])=[CH:15][CH:16]=2)[CH:10]=1. Procedure details: The title compound was prepared according to the procedure described in step 1 of Example 66 from 2-chloro-4,5-difluorobenzoic acid and 4-fluorophenol: MS (ESI) m/z 222 (M−H)−. The reactants are C(CCC)[Li] (n-Butyllithium), N1(CCCC1)C=1N=C(C2=C(NC3=CC=CC=C23)N1)N1CCCC1 (2,4-di-1-pyrrolidinyl-9H-pyrimido[4,5-b]indole), BrCC(=O)OC(C)(C)C (t-butyl bromoacetate). The solvent is C1CCOC1 (THF), C1CCOC1 (THF). Reaction conditions: time 1 hour. The product is N1(CCCC1)C=1N=C(C2=C(N(C3=CC=CC=C23)CC(=O)OC(C)(C)C)N1)N1CCCC1 ((2,4-Di-1-pyrrolidinyl-9H-pyrimido[4,5-b]indol-9-yl)acetic acid, t-butyl ester). Reaction SMILES: C([Li])CCC.[N:6]1([C:11]2[N:12]=[C:13]([N:24]3[CH2:28][CH2:27][CH2:26][CH2:25]3)[C:14]3[C:22]4[C:17](=[CH:18][CH:19]=[CH:20][CH:21]=4)[NH:16][C:15]=3[N:23]=2)[CH2:10][CH2:9][CH2:8][CH2:7]1.Br[CH2:30][C:31]([O:33][C:34]([CH3:37])([CH3:36])[CH3:35])=[O:32]>C1COCC1>[N:6]1([C:11]2[N:12]=[C:13]([N:24]3[CH2:25][CH2:26][CH2:27][CH2:28]3)[C:14]3[C:22]4[C:17](=[CH:18][CH:19]=[CH:20][CH:21]=4)[N:16]([CH2:30][C:31]([O:33][C:34]([CH3:37])([CH3:36])[CH3:35])=[O:32])[C:15]=3[N:23]=2)[CH2:10][CH2:9][CH2:8][CH2:7]1. Procedure details: n-Butyllithium (4.26 mL; 1.6 M in hexane) is added to a mixture of 2,4-di-1-pyrrolidinyl-9H-pyrimido[4,5-b]indole (III, EXAMPLE 2, 2.0 g) in THF (50 mL) at -15°. After 1 hr, t-butyl bromoacetate (1.27 g) in THF (20 mL) is added, and the mixture is stirred for 2 hr at 20-25°. The mixture is partitioned between aqueous sodium bicarbonate and methylene chloride, and the organic layer is dried and concentrated. Chromatography of the crude product (silica gel; hexane/methylene chloride/ethyl acetate ... Reactants: CCOC(=O)c1c[nH]c2c(F)c(C(C)=O)c(F)cc2c1=O, O=C([O-])[O-], CCI, CN(C)C=O, [K+], [K+]. The product is CCOC(=O)c1cn(CC)c2c(F)c(C(C)=O)c(F)cc2c1=O. Reaction SMILES: [C:1]([CH3:2])(=[O:3])[c:4]1[c:5]([F:21])[cH:6][c:7]2[c:8](=[O:20])[c:9]([C:15](=[O:16])[O:17][CH2:18][CH3:19])[cH:10][nH:11][c:12]2[c:13]1[F:14].[C:22](=[O:23])([O-:24])[O-:25].[CH2:28]([CH3:29])[I:30].[CH3:31][N:32]([CH3:33])[CH:34]=[O:35].[K+:26].[K+:27]>>[C:1]([CH3:2])(=[O:3])[c:4]1[c:5]([F:21])[cH:6][c:7]2[c:8](=[O:20])[c:9]([C:15](=[O:16])[O:17][CH2:18][CH3:19])[cH:10][n:11]([CH2:28][CH3:29])[c:12]2[c:13]1[F:14]. Reactants: ClC=1C=C(C=CC1Cl)S(=O)(=O)N1C2=C(C=C1C(=O)OC)OC=C2 (Methyl 4-(3,4-dichlorobenzenesulfonyl)furo[3,2-b]pyrrole-5-carboxylate), [I-].[Li+] (lithium iodide). Run in N1=CC=CC=C1 (pyridine). The product is ClC=1C=C(C=CC1Cl)S(=O)(=O)N1C2=C(C=C1C(=O)O)OC=C2 (4-(3,4-Dichlorobenzenesulfonyl)furo[3,2-b]pyrrole-5-carboxylic acid). As a reaction SMILES: [Cl:1][C:2]1[CH:3]=[C:4]([S:9]([N:12]2[C:16]([C:17]([O:19]C)=[O:18])=[CH:15][C:14]3[O:21][CH:22]=[CH:23][C:13]2=3)(=[O:11])=[O:10])[CH:5]=[CH:6][C:7]=1[Cl:8].[I-].[Li+]>N1C=CC=CC=1>[Cl:1][C:2]1[CH:3]=[C:4]([S:9]([N:12]2[C:16]([C:17]([OH:19])=[O:18])=[CH:15][C:14]3[O:21][CH:22]=[CH:23][C:13]2=3)(=[O:10])=[O:11])[CH:5]=[CH:6][C:7]=1[Cl:8] |f:1.2|. Procedure details: Methyl 4-(3,4-dichlorobenzenesulfonyl)furo[3,2-b]pyrrole-5-carboxylate (1.15 g) and lithium iodide (4.0 g) were dissolved in pyridine (50 ml) and heated at reflux for 5 hours, cooled, then concentrated in vacuo. The residue was partitioned between 2N HCl and ether. Combined organic extracts were dried (MgSO4), concentrated, and the residue triturated with ether to give the product as a white crystalline solid which was filtered and dried (0.58 g, 52%), NMR d(DMSO) 7.02 (1H, d), 7.27 (1H, s), 7.8... Reactants: NC=1C=CC2=C(C(=NS2)OCC#N)C1 ([(5-amino-1,2-benzisothiazol-3-yl)oxy]-acetonitrile), CN(C=1OC(C=C(N1)C(F)(F)F)=O)C (2-dimethylamino-4-(trifluoromethyl)-6H-1,3-oxazin-6-one), ice water. Solvent: C(C)(=O)O (acetic acid). Conditions: time 8 hour. Product: O=C1N(C(C=C(N1)C(F)(F)F)=O)C=1C=CC2=C(C(=NS2)OCC#N)C1 ({{5-[3,6-Dihydro-2,6-dioxo-4-(trifluoromethyl) -1(2H)-pyrimidinyl]-1,2-benzisothiazol-3-yl}oxy}acetonitrile). Yield: 34.0%. Reaction SMILES: [NH2:1][C:2]1[CH:3]=[CH:4][C:5]2[S:9][N:8]=[C:7]([O:10][CH2:11][C:12]#[N:13])[C:6]=2[CH:14]=1.CN(C)[C:17]1[O:18][C:19](=[O:27])[CH:20]=[C:21]([C:23]([F:26])([F:25])[F:24])[N:22]=1>C(O)(=O)C>[O:18]=[C:17]1[NH:22][C:21]([C:23]([F:24])([F:25])[F:26])=[CH:20][C:19](=[O:27])[N:1]1[C:2]1[CH:3]=[CH:4][C:5]2[S:9][N:8]=[C:7]([O:10][CH2:11][C:12]#[N:13])[C:6]=2[CH:14]=1. Procedure details: A mixture of [(5-amino-1,2-benzisothiazol-3-yl)oxy]-acetonitrile (4.30 g, 21.0 mmol) and 2-dimethylamino-4-(trifluoromethyl)-6H-1,3-oxazin-6-one (4.37 g, 21.0 mmol) in acetic acid is refluxed for three hours, stirred overnight at room temperature, and poured into an ice-water mixture. The resultant aqueous mixture is filtered to obtain a solid. The solid is washed with water and dried overnight in a vacuum oven at 55° C. to give the title product as a brown solid (2.63 g, mp 254-258° C.). Starting materials: COC(=O)c1cccc(Nc2c(C#N)cnc3cnc(F)cc23)c1, NCCN1CCOCC1, C1CCOC1. Product: COC(=O)c1cccc(Nc2c(C#N)cnc3cnc(NCCN4CCOCC4)cc23)c1. As a reaction SMILES: [C:1](#[N:2])[c:3]1[cH:4][n:5][c:6]2[cH:7][n:8][c:9]([F:24])[cH:10][c:11]2[c:12]1[NH:13][c:14]1[cH:15][c:16]([C:17](=[O:18])[O:19][CH3:20])[cH:21][cH:22][cH:23]1.[NH2:25][CH2:26][CH2:27][N:28]1[CH2:29][CH2:30][O:31][CH2:32][CH2:33]1.[O:34]1[CH2:35][CH2:36][CH2:37][CH2:38]1>>[C:1](#[N:2])[c:3]1[cH:4][n:5][c:6]2[cH:7][n:8][c:9]([NH:25][CH2:26][CH2:27][N:28]3[CH2:29][CH2:30][O:31][CH2:32][CH2:33]3)[cH:10][c:11]2[c:12]1[NH:13][c:14]1[cH:15][c:16]([C:17](=[O:18])[O:19][CH3:20])[cH:21][cH:22][cH:23]1.